Task: describe an organic reaction: reactants, conditions, products, and yield. Dataset: the Open Reaction Database (ORD), a public repository of structured organic reaction records Starting materials: C(C)(C)(C)OC([C@@H](N[C@@H](CSC[C@H](CC1=CC=CC=C1)NC(=O)OCC1=CC=CC=C1)C(=O)OCC)C)=O (N-[(R)-1-ethoxycarbonyl-2-[(S)-2-benzyloxycarbonylamino-3-phenylpropylthio]ethyl]-alanine t-butyl ester). Product: C(C)OC(=O)[C@H](CSC[C@H](CC1=CC=CC=C1)NC(=O)OCC1=CC=CC=C1)N[C@@H](C)C(=O)O (N-[(R)-1-ethoxycarbonyl-2-[(S)-2-benzyloxycarbonylamino-3-phenylpropylthio]ethyl]-alanine). Run at time 5 hour. The solvent is C(=O)(C(F)(F)F)O (TFA), C1(=CC=CC=C1)OC (anisole). RXN SMILES: C([O:5][C:6](=[O:38])[C@H:7]([CH3:37])[NH:8][C@H:9]([C:32]([O:34][CH2:35][CH3:36])=[O:33])[CH2:10][S:11][CH2:12][C@@H:13]([NH:21][C:22]([O:24][CH2:25][C:26]1[CH:31]=[CH:30][CH:29]=[CH:28][CH:27]=1)=[O:23])[CH2:14][C:15]1[CH:20]=[CH:19][CH:18]=[CH:17][CH:16]=1)(C)(C)C>C(O)(C(F)(F)F)=O.C1(OC)C=CC=CC=1>[CH2:35]([O:34][C:32]([C@@H:9]([NH:8][C@H:7]([C:6]([OH:38])=[O:5])[CH3:37])[CH2:10][S:11][CH2:12][C@@H:13]([NH:21][C:22]([O:24][CH2:25][C:26]1[CH:27]=[CH:28][CH:29]=[CH:30][CH:31]=1)=[O:23])[CH2:14][C:15]1[CH:20]=[CH:19][CH:18]=[CH:17][CH:16]=1)=[O:33])[CH3:36]. Procedure: In a mixture of 50 ml of TFA and 10 ml of anisole was dissolved 20.1 g of β-isomer of N-[(R)-1-ethoxycarbonyl-2-[(S)-2-benzyloxycarbonylamino-3-phenylpropylthio]ethyl]-alanine t-butyl ester prepared in Reference Example 53. The solution was stirred at room temperature for 5 hours. The excess of the solvent was evaporated off. The residue was poured into ice water and the mixture was adjusted to a pH of 4 with a saturated aqueous solution of sodium hydrogencarbonate. Then the mixture was extracte... Reactants: NC(CC1=CC=CC=C1)(C(=O)OC)CC (D,L-Phe(αEt)-OMe), [OH-].[Na+] (NaOH), CO (methanol), O (water). Run in O1CCCC1 (tetrahydrofuran). Conditions: time 16 hour. The product is NC(CC1=CC=CC=C1)(C(=O)O)CC (D,L-Phe(αEt)-OH). Isolated yield 78.1%. RXN SMILES: [NH2:1][C:2]([CH2:14][CH3:15])([C:10]([O:12]C)=[O:11])[CH2:3][C:4]1[CH:9]=[CH:8][CH:7]=[CH:6][CH:5]=1.[OH-].[Na+].O.CO>O1CCCC1>[NH2:1][C:2]([CH2:14][CH3:15])([C:10]([OH:12])=[O:11])[CH2:3][C:4]1[CH:9]=[CH:8][CH:7]=[CH:6][CH:5]=1 |f:1.2|. Reported procedure: To a stirring solution of D,L-Phe(αEt)-OMe (24 g, 116 mmol) in tetrahydrofuran (200 mL) was added 5N NaOH (24 mL, 120 mmol), followed by water (50 mL) and methanol (50 mL) and the solution was heated to reflux. After 16 h, the solution was cooled to room temperature and the solvents were removed in vacuo. The residue was dissolved in water and washed three times with diethyl ether. The pH was adjusted to 6 with 5N HCl and the solution was concentrated to a volume of about 50 mL in vacuo. The pre... The reactants are BrC1=C(C=CC(=C1)S)C(C(CC(=O)OC)C)=O (methyl 2-bromo-4-mercapto-γ-oxo-β-methylbenzenebutanoate), C(C)(=O)C1=C(C(=C(OCCCBr)C=C1)CCC)O (3-(4-acetyl-3-hydroxy-2-propylphenoxy)propylbromide), C([O-])([O-])=O.[K+].[K+] (potassium carbonate). Solvent: C(C)(=O)OCC (ethyl acetate), C(C)C(=O)C (methyl ethyl ketone). Reaction conditions: time 12 hour. Product: C(C)(=O)C1=C(C(=C(OCCCSC2=CC(=C(C=C2)C(C(CC(=O)OC)C)=O)Br)C=C1)CCC)O (methyl 4-(3-(4-acetyl-3-hydroxy-2-propylphenoxy)propylthio)-γ-oxo-β-methyl-2-bromobenzenebutanoate). RXN SMILES: [Br:1][C:2]1[CH:7]=[C:6]([SH:8])[CH:5]=[CH:4][C:3]=1[C:9](=[O:17])[CH:10]([CH3:16])[CH2:11][C:12]([O:14][CH3:15])=[O:13].[C:18]([C:21]1[CH:31]=[CH:30][C:24]([O:25][CH2:26][CH2:27][CH2:28]Br)=[C:23]([CH2:32][CH2:33][CH3:34])[C:22]=1[OH:35])(=[O:20])[CH3:19].C(=O)([O-])[O-].[K+].[K+]>C(C(C)=O)C.C(OCC)(=O)C>[C:18]([C:21]1[CH:31]=[CH:30][C:24]([O:25][CH2:26][CH2:27][CH2:28][S:8][C:6]2[CH:5]=[CH:4][C:3]([C:9](=[O:17])[CH:10]([CH3:16])[CH2:11][C:12]([O:14][CH3:15])=[O:13])=[C:2]([Br:1])[CH:7]=2)=[C:23]([CH2:32][CH2:33][CH3:34])[C:22]=1[OH:35])(=[O:20])[CH3:19] |f:2.3.4|. Reported procedure: To a solution of the thiol from step C (2.9 g) and 3-(4-acetyl-3-hydroxy-2-propylphenoxy)propylbromide (3.74 g) in methyl ethyl ketone (25 c.c.) was added potassium carbonate (3.78 g, milled) and the suspension was refluxed for 21/2 hours, then stirred at R.T. for 12 hours. The mixture was diluted with ethyl acetate (25 c.c.) and the insolubles filtered off. The filtrate was concentrated to dryness in vacuo and the residue purified on silica gel to yield the title compound as an oil. Starting materials: Cl (hydrochloric acid), O=C(C(=O)O)C1=CC=CC2=C1N=C(O2)C2=CC=NC=C2 (2-oxo-2-(2-(pyridin-4-yl)benzo[d]oxazol-4-yl)acetic acid), C=1C=CC2=C(C1)N=NN2O (HOBt), [NH4+].[Cl-] (NH4Cl), CCN(C(C)C)C(C)C (DIPEA), CCN=C=NCCCN(C)C (EDCI). Run in O (water), CN(C)C=O (DMF). Reaction conditions: temperature 25 celsius, time 10 hour. The product is N1=CC=C(C=C1)C=1OC=2C(N1)=C(C=CC2)C(=O)N (2-(pyridin-4-yl)benzo[d]oxazole-4-carboxamide). Isolated yield 14.2%. RXN SMILES: [O:1]=[C:2]([C:6]1[C:11]2[N:12]=[C:13]([C:15]3[CH:20]=[CH:19][N:18]=[CH:17][CH:16]=3)[O:14][C:10]=2[CH:9]=[CH:8][CH:7]=1)C(O)=O.C1C=CC2N(O)N=[N:27]C=2C=1.[NH4+].[Cl-].CCN(C(C)C)C(C)C.CCN=C=NCCCN(C)C.Cl>CN(C=O)C.O>[N:18]1[CH:19]=[CH:20][C:15]([C:13]2[O:14][C:10]3[C:11](=[C:6]([C:2]([NH2:27])=[O:1])[CH:7]=[CH:8][CH:9]=3)[N:12]=2)=[CH:16][CH:17]=1 |f:2.3|. Procedure details: To a solution of 2-oxo-2-(2-(pyridin-4-yl)benzo[d]oxazol-4-yl)acetic acid (120 mg, 0.5 mmol) in DMF (15 mL) was added HOBt (148 mg, 1.1 mmol), NH4Cl (54 mg, 1.0 mmol), DIPEA (387 mg, 3.0 mmol) and EDCI (211 mg, 1.1 mmol). The mixture was stirred at 25° C. for 10 hr., water (10 mL) and 1N aqueous hydrochloric acid was added to the mixture until pH=3, then extracted with ethyl acetate (100 mL×4). The organic phase was washed with saturated sodium bicarbonate solution and brine, concentrated and dr... Starting materials: Cl (HCl), [N+](=O)([O-])C1=CC=C(OCCCCCC(=O)O)C=C1 (6-(4—Nitrophenoxy)-hexanoic acid), C(CO)O (ethylene glycol), Cl (HCl). Yields the product OCCOC(CCCCCOC1=CC=C(C=C1)[N+](=O)[O-])=O (6-(4-Nitrophenoxy)-hexanoic acid 2-hydroxy-ethyl ester). Reaction SMILES: Cl.[N+:2]([C:5]1[CH:19]=[CH:18][C:8]([O:9][CH2:10][CH2:11][CH2:12][CH2:13][CH2:14][C:15]([OH:17])=[O:16])=[CH:7][CH:6]=1)([O-:4])=[O:3].[CH2:20](O)[CH2:21][OH:22]>>[OH:22][CH2:21][CH2:20][O:16][C:15](=[O:17])[CH2:14][CH2:13][CH2:12][CH2:11][CH2:10][O:9][C:8]1[CH:7]=[CH:6][C:5]([N+:2]([O-:4])=[O:3])=[CH:19][CH:18]=1. Reported procedure: Dry HCl gas was passed through a mixture of 6-(4-nitrophenoxy)-hexanoic acid 35 (50 g, 197.62 mmol) and ethylene glycol (200 ml) was passed dry HCl gas for one hour. During HCl gas bubbling the temperature rose to 60° C. The crude reaction mass was poured onto ice (1 kg), extracted in to ethyl acetate, washed with water (2×250 ml), dried over sodium sulphate and distilled to get crude 36, which was purified by column chromatography on silica gel using benzene as eluant to get pure 36 (46 g, 78.3... Starting materials: Cl (hydrochloric acid), C(C)OC(CC1C2=C(B(O1)O)C=C(C=C2C)OC=2SC(=NN2)N)=O ([6-(5-amino-[1,3,4]thiadiazol-2-yloxy)-1-hydroxy-4-methyl-1,3-dihydro-benzo[c][1,2]oxaborol-3-yl]-acetic acid ethyl ester), [Li+].[OH-] (LiOH). Solvent: C1CCOC1 (THF), CO (methanol), O (water). Reaction conditions: time 1.5 hour. Product: NC1=NN=C(S1)OC=1C=C(C2=C(B(OC2CC(=O)O)O)C1)C ([6-(5-Amino-[1,3,4]thiadiazol-2-yloxy)-1-hydroxy-4-methyl-1,3-dihydro-benzo[c][1,2]oxaborol-3-yl]-acetic acid). Yield: 74.6%. As a reaction SMILES: C([O:3][C:4](=[O:24])[CH2:5][CH:6]1[O:10][B:9]([OH:11])[C:8]2[CH:12]=[C:13]([O:17][C:18]3[S:19][C:20]([NH2:23])=[N:21][N:22]=3)[CH:14]=[C:15]([CH3:16])[C:7]1=2)C.[Li+].[OH-].Cl>C1COCC1.CO.O>[NH2:23][C:20]1[S:19][C:18]([O:17][C:13]2[CH:14]=[C:15]([CH3:16])[C:7]3[CH:6]([CH2:5][C:4]([OH:24])=[O:3])[O:10][B:9]([OH:11])[C:8]=3[CH:12]=2)=[N:22][N:21]=1 |f:1.2|. Procedure: To a solution [6-(5-amino-[1,3,4]thiadiazol-2-yloxy)-1-hydroxy-4-methyl-1,3-dihydro-benzo[c][1,2]oxaborol-3-yl]-acetic acid ethyl ester (0.6 g, 1.72 mmol) in THF (15 mL) and methanol (2 mL) was added a solution of LiOH (0.165 g, 6.87 mmol) in water (15 mL) at 0° C. The resulting mixture was stirred at room temperature for 1.5 hours then acidified to pH=2 with dilute hydrochloric acid at 0° C. After removal of the volatile organics, the residue was neutralized to pH 7 using saturated sodium bicar... Procedure: Into a round-bottom flask under argon fitted with an addition funnel and thermometer was added anhydrous dimethylsulfoxide and sodium hydride (1.17 g, 48.8 mmol, 95%). Then a solution of (4-chlorophenyl)acetonitrile (A) (2.70 mL, 22.2 mmol) and 1,3-dibromopropane (2.48 mL, 24.4 mmol) in diethyl ether (15 mL) was added slowly, while maintaining the reaction temperature at 20–30° C. The reaction mixture was maintained at room temperature for overnight. The reaction mixture was carefully quenched w... Run in C(C)OCC (diethyl ether). Product: ClC1=CC=C(C=C1)C1(CCC1)C#N (1-(4-chlorophenyl)-cyclobutanecarbonitrile). Yield: 68.2%. Starting materials: CS(=O)C (dimethylsulfoxide), [H-].[Na+] (sodium hydride), ClC1=CC=C(C=C1)CC#N ((4-chlorophenyl)acetonitrile), BrCCCBr (1,3-dibromopropane). Reaction SMILES: CS(C)=O.[H-].[Na+].[Cl:7][C:8]1[CH:13]=[CH:12][C:11]([CH2:14][C:15]#[N:16])=[CH:10][CH:9]=1.Br[CH2:18][CH2:19][CH2:20]Br>C(OCC)C>[Cl:7][C:8]1[CH:13]=[CH:12][C:11]([C:14]2([C:15]#[N:16])[CH2:20][CH2:19][CH2:18]2)=[CH:10][CH:9]=1 |f:1.2|. Starting materials: CC(C)(C)OC(=O)COc1cccc(CNCc2ccc(-n3cccn3)cc2)c1, COc1ccc(S(=O)(=O)Cl)cc1. The product is COc1ccc(S(=O)(=O)N(Cc2ccc(-n3cccn3)cc2)Cc2cccc(OCC(=O)OC(C)(C)C)c2)cc1. Reaction SMILES: [C:1]([CH3:2])([CH3:3])([CH3:4])[O:5][C:6]([CH2:7][O:8][c:9]1[cH:10][c:11]([CH2:15][NH:16][CH2:17][c:18]2[cH:19][cH:20][c:21](-[n:24]3[n:25][cH:26][cH:27][cH:28]3)[cH:22][cH:23]2)[cH:12][cH:13][cH:14]1)=[O:29].[CH3:30][O:31][c:32]1[cH:33][cH:34][c:35]([S:38](=[O:39])(=[O:40])[Cl:41])[cH:36][cH:37]1>>[C:1]([CH3:2])([CH3:3])([CH3:4])[O:5][C:6]([CH2:7][O:8][c:9]1[cH:10][c:11]([CH2:15][N:16]([CH2:17][c:18]2[cH:19][cH:20][c:21](-[n:24]3[n:25][cH:26][cH:27][cH:28]3)[cH:22][cH:23]2)[S:38]([c:35]2[cH:34][cH:33][c:32]([O:31][CH3:30])[cH:37][cH:36]2)(=[O:39])=[O:40])[cH:12][cH:13][cH:14]1)=[O:29]. Reactants: FC1=C(C=CC=C1)C(C)OC(NC=1C(=NOC1C1=CC=C(C=C1)B1OC(C(O1)(C)C)(C)C)C)=O ({3-methyl-5-[4-(4,4,5,5-tetramethyl-[1,3,2]dioxaborolan-2-yl)-phenyl]-isoxazol-4-yl}-carbamic acid 1-(2-fluoro-phenyl)-ethyl ester), C(C)OC(C(C)C1=CC=C(C=C1)Br)=O (2-(4-bromo-phenyl)-propionic acid ethyl ester). Reagents/catalysts: Cl[Pd]([P](C1=CC=CC=C1)(C2=CC=CC=C2)C3=CC=CC=C3)([P](C4=CC=CC=C4)(C5=CC=CC=C5)C6=CC=CC=C6)Cl (bis(triphenylphosphine)palladium(II) dichloride). Yields the product C(C)OC(C(C)C1=CC=C(C=C1)C1=CC=C(C=C1)C1=C(C(=NO1)C)NC(=O)OC(C)C1=C(C=CC=C1)F)=O (2-(4′-{-4-[1-(2-Fluoro-phenyl)-ethoxycarbonylamino]-3-methyl-isoxazol-5-yl}-biphenyl-4-yl)-propionic acid ethyl ester). As a reaction SMILES: [F:1][C:2]1[CH:7]=[CH:6][CH:5]=[CH:4][C:3]=1[CH:8]([O:10][C:11](=[O:34])[NH:12][C:13]1[C:14]([CH3:33])=[N:15][O:16][C:17]=1[C:18]1[CH:23]=[CH:22][C:21](B2OC(C)(C)C(C)(C)O2)=[CH:20][CH:19]=1)[CH3:9].[CH2:35]([O:37][C:38](=[O:48])[CH:39]([C:41]1[CH:46]=[CH:45][C:44](Br)=[CH:43][CH:42]=1)[CH3:40])[CH3:36]>Cl[Pd](Cl)([P](C1C=CC=CC=1)(C1C=CC=CC=1)C1C=CC=CC=1)[P](C1C=CC=CC=1)(C1C=CC=CC=1)C1C=CC=CC=1>[CH2:35]([O:37][C:38](=[O:48])[CH:39]([C:41]1[CH:46]=[CH:45][C:44]([C:21]2[CH:22]=[CH:23][C:18]([C:17]3[O:16][N:15]=[C:14]([CH3:33])[C:13]=3[NH:12][C:11]([O:10][CH:8]([C:3]3[CH:4]=[CH:5][CH:6]=[CH:7][C:2]=3[F:1])[CH3:9])=[O:34])=[CH:19][CH:20]=2)=[CH:43][CH:42]=1)[CH3:40])[CH3:36] |^1:51,70|. Procedure: Prepared according to the procedure described in Example 17, Step 2 using {3-methyl-5-[4-(4,4,5,5-tetramethyl-[1,3,2]dioxaborolan-2-yl)-phenyl]-isoxazol-4-yl}-carbamic acid 1-(2-fluoro-phenyl)-ethyl ester, 2-(4-bromo-phenyl)-propionic acid ethyl ester, and bis(triphenylphosphine)palladium(II) dichloride; purification by preparative HPLC, followed by silica gel chromatography, was utilized.